Dataset: the Open Reaction Database (ORD), a public repository of structured organic reaction records. Task: describe an organic reaction: reactants, conditions, products, and yield The reactants are C([O-])([O-])=O.[K+].[K+] (potassium carbonate), O1C(=NC2=C1C=CC=C2)C=2C=CC(=C(N)C2)NC2CCOCC2 (5-(benzoxazol-2-yl)-2-(tetrahydropyran-4-yl)aminoaniline), OOS(=O)[O-].[K+] (oxone), N1=CC=C(C=C1)C=O (4-pyridinecarboxaldehyde). The solvent is CN(C)C=O (DMF), O (water). Reaction conditions: time 2.5 hour. Product: O1C(=NC2=C1C=CC=C2)C2=CC1=C(N(C(=N1)C1=CC=NC=C1)C1CCOCC1)C=C2 (5-(benzoxazol-2-yl)-2-(4-pyridyl)-1-(tetrahydropyran-4-yl)benzimidazole). Yield: 61.0%. RXN SMILES: [O:1]1[C:5]2[CH:6]=[CH:7][CH:8]=[CH:9][C:4]=2[N:3]=[C:2]1[C:10]1[CH:11]=[CH:12][C:13]([NH:17][CH:18]2[CH2:23][CH2:22][O:21][CH2:20][CH2:19]2)=[C:14]([CH:16]=1)[NH2:15].[N:24]1[CH:29]=[CH:28][C:27]([CH:30]=O)=[CH:26][CH:25]=1.OOS([O-])=O.[K+].C(=O)([O-])[O-].[K+].[K+]>CN(C=O)C.O>[O:1]1[C:5]2[CH:6]=[CH:7][CH:8]=[CH:9][C:4]=2[N:3]=[C:2]1[C:10]1[CH:11]=[CH:12][C:13]2[N:17]([CH:18]3[CH2:23][CH2:22][O:21][CH2:20][CH2:19]3)[C:30]([C:27]3[CH:28]=[CH:29][N:24]=[CH:25][CH:26]=3)=[N:15][C:14]=2[CH:16]=1 |f:2.3,4.5.6|. Reported procedure: 5-(Benzoxazol-2-yl)-2-(tetrahydropyran-4-yl)aminoaniline (see Working Example 20-2) (0.15 g, 0.484 mmol) was dissolved in DMF (3 mL) and water (0.1 mL), 4-pyridinecarboxaldehyde (0.06 g, 0.561 mmol) was added followed by oxone (0.19 g, 0.310 mmol), and this was stirred at room temperature for 2.5 hours. Aqueous potassium carbonate solution (0.09 g/15 mL) was added to the reaction solution. This was extracted with chloroform, washed with water, and after drying over magnesium sulfate, this was co... The reactants are CCOP(=O)(C#N)OCC, C1CCOC1, COc1cccc2c1CCCC2=O, O. Product: COc1cccc2c1CCC=C2C#N. RXN SMILES: [C:14](#[N:15])[P:16](=[O:17])([O:18][CH2:19][CH3:20])[O:21][CH2:22][CH3:23].[CH2:25]1[O:26][CH2:27][CH2:28][CH2:29]1.[CH3:1][O:2][c:3]1[c:4]2[c:9]([cH:10][cH:11][cH:12]1)[C:8](=[O:13])[CH2:7][CH2:6][CH2:5]2.[OH2:24]>>[CH3:1][O:2][c:3]1[c:4]2[c:9]([cH:10][cH:11][cH:12]1)[C:8]([C:14]#[N:15])=[CH:7][CH2:6][CH2:5]2.